describe an organic reaction: reactants, conditions, products, and yield From a dataset of the Open Reaction Database (ORD), a public repository of structured organic reaction records. The reactants are CS(=O)c1nnc2n1C=Cc1ccccc1C2, O, O=P(O)(O)O. Product: O=c1[nH]nc2n1C=Cc1ccccc1C2. RXN SMILES: [CH3:6][S:7](=[O:8])[c:9]1[n:10][n:11][c:12]2[n:18]1[CH:17]=[CH:16][c:15]1[c:14]([cH:22][cH:21][cH:20][cH:19]1)[CH2:13]2.[OH2:23].[P:1]([OH:2])(=[O:3])([OH:4])[OH:5]>>[O:2]=[c:9]1[nH:10][n:11][c:12]2[n:18]1[CH:17]=[CH:16][c:15]1[c:14]([cH:22][cH:21][cH:20][cH:19]1)[CH2:13]2. Reactants: N1=CC=CC=C1 (pyridine), C(C)OC([C@H](CC1=CC=C(C=C1)N)NC(=O)OC(C)(C)C)=O ((S)-Ethyl-2-tert-butyloxycarbonylamino-3-(4-aminophenyl)propionate), CS(=O)(=O)Cl (Methanesulfonyl chloride). Solvent: C(Cl)Cl (CH2Cl2). Reaction conditions: temperature 0 celsius, time 2 hour. Product: C(C)OC([C@H](CC1=CC=C(C=C1)NS(=O)(=O)CN)NC(=O)OC(C)(C)C)=O ((S)-Ethyl-2-tert-butyloxycarbonylamino-3-(4-aminomethanesulfonylaminophenyl)propionate). RXN SMILES: [CH2:1]([O:3][C:4](=[O:22])[C@@H:5]([NH:14][C:15]([O:17][C:18]([CH3:21])([CH3:20])[CH3:19])=[O:16])[CH2:6][C:7]1[CH:12]=[CH:11][C:10]([NH2:13])=[CH:9][CH:8]=1)[CH3:2].[N:23]1[CH:28]=CC=CC=1.C[S:30](Cl)(=[O:32])=[O:31]>C(Cl)Cl>[CH2:1]([O:3][C:4](=[O:22])[C@@H:5]([NH:14][C:15]([O:17][C:18]([CH3:21])([CH3:20])[CH3:19])=[O:16])[CH2:6][C:7]1[CH:12]=[CH:11][C:10]([NH:13][S:30]([CH2:28][NH2:23])(=[O:32])=[O:31])=[CH:9][CH:8]=1)[CH3:2]. Reported procedure: (S)-Ethyl-2-tert-butyloxycarbonylamino-3-(4-aminophenyl)propionate (0.103 g, 0.33 mmol) was dissolved in CH2Cl2 (1 mL) in a two-necked flask fitted with a thermometer and nitrogen line. The flask was cooled to 0° C. and pyridine (1.1 eq, 0.36 mmol, 0.030 mL) was added via syringe. Methanesulfonyl chloride (1.1 eq, 0.36 mmol, 0.028 mL) was then added dropwise at such a rate as to maintain the temperature <10° C. After addition was complete, the ice bath was removed and the bright yellow solution ... Reactants: C(C1=CC=CC=C1)OC(=O)NC1=C2C=CC=C(C2=CC=C1)S(=O)(=O)NC1=NC=C(N=C1OC)Br (5-(N-Benzyloxycarbonylamino)-N-(5-bromo-3-methoxy-2-pyrazinyl)-1-naphthalenesulphonamide), C(C)OCC (Diethyl ether). The solvent is Br (hydrobromic acid), C(C)(=O)O (acetic acid). Run at time 1 hour. Product: NC1=C2C=CC=C(C2=CC=C1)S(=O)(=O)NC1=NC=C(N=C1OC)Br (5-amino-N-(5-bromo-3-methoxy-2-pyrazinyl)-1-naphthalenesulphonamide). The yield is 13.3%. Reaction SMILES: C(OC([NH:11][C:12]1[CH:21]=[CH:20][CH:19]=[C:18]2[C:13]=1[CH:14]=[CH:15][CH:16]=[C:17]2[S:22]([NH:25][C:26]1[C:31]([O:32][CH3:33])=[N:30][C:29]([Br:34])=[CH:28][N:27]=1)(=[O:24])=[O:23])=O)C1C=CC=CC=1.C(OCC)C>Br.C(O)(=O)C>[NH2:11][C:12]1[CH:21]=[CH:20][CH:19]=[C:18]2[C:13]=1[CH:14]=[CH:15][CH:16]=[C:17]2[S:22]([NH:25][C:26]1[C:31]([O:32][CH3:33])=[N:30][C:29]([Br:34])=[CH:28][N:27]=1)(=[O:23])=[O:24]. Procedure details: 5-(N-Benzyloxycarbonylamino)-N-(5-bromo-3-methoxy-2-pyrazinyl)-1-naphthalenesulphonamide (0.7 g) was dissolved in 33% hydrobromic acid in acetic acid (14 ml) and the resulting solution was stirred for 1 hour. Diethyl ether (60 ml) was added and after 10 minutes further stirring, the mixture was filtered. The solid was dissolved in water (5 ml), basified to pH 8 by the addition of 1N aqueous sodium hydroxide and extracted with ethyl acetate (3×25 ml). The combined organic extracts were evaporated... Starting materials: CCN(C(C)C)C(C)C, ClCCl, COc1ccc(Cn2nc(NC3CCN(C)CC3)c3c(Oc4ccc(N)cc4F)ccnc32)cc1, [Na+], [Na+], O=C([O-])[O-], O=C(Cl)c1cccc(-c2ccccc2)c1. Yields the product COc1ccc(Cn2nc(NC3CCN(C)CC3)c3c(Oc4ccc(NC(=O)c5cccc(-c6ccccc6)c5)cc4F)ccnc32)cc1. RXN SMILES: [CH:36]([N:37]([CH2:38][CH3:39])[CH:40]([CH3:41])[CH3:42])([CH3:43])[CH3:44].[Cl:66][CH2:67][Cl:68].[NH2:1][c:2]1[cH:3][c:4]([F:35])[c:5]([O:6][c:7]2[c:8]3[c:9]([n:10][cH:11][cH:12]2)[n:13]([CH2:24][c:25]2[cH:26][cH:27][c:28]([O:31][CH3:32])[cH:29][cH:30]2)[n:14][c:15]3[NH:16][CH:17]2[CH2:18][CH2:19][N:20]([CH3:23])[CH2:21][CH2:22]2)[cH:33][cH:34]1.[Na+:60].[Na+:61].[O-:62][C:63](=[O:64])[O-:65].[c:45]1(-[c:54]2[cH:55][cH:56][cH:57][cH:58][cH:59]2)[cH:46][c:47]([C:51](=[O:52])[Cl:53])[cH:48][cH:49][cH:50]1>>[NH:1]([c:2]1[cH:3][c:4]([F:35])[c:5]([O:6][c:7]2[c:8]3[c:9]([n:10][cH:11][cH:12]2)[n:13]([CH2:24][c:25]2[cH:26][cH:27][c:28]([O:31][CH3:32])[cH:29][cH:30]2)[n:14][c:15]3[NH:16][CH:17]2[CH2:18][CH2:19][N:20]([CH3:23])[CH2:21][CH2:22]2)[cH:33][cH:34]1)[C:51]([c:47]1[cH:46][c:45](-[c:54]2[cH:55][cH:56][cH:57][cH:58][cH:59]2)[cH:50][cH:49][cH:48]1)=[O:52]. The reactants are ClC1=CC=C(C=C1)N (4-chloro-phenylamine), C(C)(C)(C)OC(=O)N1CCC(CC1)=O (4-oxo-piperidine-1-carboxylic acid tert-butyl ester), ClCC=1N=C(SC1)C (4-chloromethyl-2-methyl-thiazole), 1c, 1d, CC1(CCNCC1)N1CCC(CC1)NCC=1N=C(SC1)C (4′-methyl-[1,4′]bipiperidinyl-4-yl-(2-methyl-thiazol-4-ylmethyl)-amine), CC1=C(C(=O)O)C(=CC=N1)C (2,4-dimethyl-nicotinic acid), 1b, CC1(CCNCC1)N1CCC(CC1)N(C=1C=NC=CC1)C1=CC=CC=C1 ((4′-Methyl-[1,4′]bipiperidinyl-4-yl)-phenyl-pyridin-3-yl-amine). Yields the product ClC1=CC=C(C=C1)N(C1CCN(CC1)C1(CCN(CC1)C(=O)C=1C(=NC=CC1C)C)C)CC=1N=C(SC1)C ({4-[(4-Chloro-phenyl)-(2-methyl-thiazol-4-ylmethyl)-amino]4′-methyl-[1,4′]bipiperidinyl-1′-yl}-(2,4-dimethyl-pyridin-3-yl)-methanone). As a reaction SMILES: [CH3:1][C:2]1([N:8]2[CH2:13][CH2:12][CH:11]([NH:14][CH2:15][C:16]3[N:17]=[C:18]([CH3:21])[S:19][CH:20]=3)[CH2:10][CH2:9]2)[CH2:7][CH2:6][NH:5][CH2:4][CH2:3]1.[CH3:22][C:23]1[N:31]=[CH:30][CH:29]=[C:28]([CH3:32])[C:24]=1[C:25]([OH:27])=O.CC1(N2CCC(N(C3C=CC=CC=3)C3C=NC=CC=3)CC2)CCNCC1.[Cl:59][C:60]1[CH:65]=[CH:64][C:63](N)=[CH:62][CH:61]=1.C(OC(N1CCC(=O)CC1)=O)(C)(C)C.ClCC1N=C(C)SC=1>>[Cl:59][C:60]1[CH:65]=[CH:64][C:63]([N:14]([CH2:15][C:16]2[N:17]=[C:18]([CH3:21])[S:19][CH:20]=2)[CH:11]2[CH2:10][CH2:9][N:8]([C:2]3([CH3:1])[CH2:3][CH2:4][N:5]([C:25]([C:24]4[C:23]([CH3:22])=[N:31][CH:30]=[CH:29][C:28]=4[CH3:32])=[O:27])[CH2:6][CH2:7]3)[CH2:13][CH2:12]2)=[CH:62][CH:61]=1. Reported procedure: It is prepared from (chloro-phenyl)-(4′-methyl-[1,4′]bipiperidinyl-4-yl-(2-methyl-thiazol-4-ylmethyl)-amine and 2,4-dimethyl-nicotinic acid using a procedure as described in Example 1 of PCT/EP02/03871. MS-ESI 552 [M+H]+. (4′-Methyl-[1,4′]bipiperidinyl-4-yl)-phenyl-pyridin-3-yl-amine used as starting material can be prepared from 4-chloro-phenylamine, 4-oxo-piperidine-1-carboxylic acid tert-butyl ester and 4-chloromethyl-2-methyl-thiazole using procedures as described in Example 51e, 52, 1b, 1c ...